This data is from the Open Reaction Database (ORD), a public repository of structured organic reaction records. The task is: describe an organic reaction: reactants, conditions, products, and yield The reactants are BrC1=C2C=C(C=NC2=CC=C1)C(=O)OCC (ethyl 5-bromoquinoline-3-carboxylate), FC1=C(C(=CC(=C1)F)F)OB(O)O (2,4,6-trifluorophenylboric acid), [F-].[Cs+] (cesium fluoride), CN(C)C=O (DMF). Reagents/catalysts: CC(C)([P](C(C)(C)C)([Pd][P](C(C)(C)C)(C(C)(C)C)C(C)(C)C)C(C)(C)C)C (bis(tri-t-butylphosphine)palladium), [Ag]=O (silver oxide). Run in O (water). Conditions: temperature 100 celsius, time 15 hour. The product is FC1=C(C(=CC(=C1)F)F)C1=C2C=C(C=NC2=CC=C1)C(=O)OCC (ethyl 5-(2,4,6-trifluorophenyl)quinoline-3-carboxylate). Isolated yield 44.9%. RXN SMILES: Br[C:2]1[CH:11]=[CH:10][CH:9]=[C:8]2[C:3]=1[CH:4]=[C:5]([C:12]([O:14][CH2:15][CH3:16])=[O:13])[CH:6]=[N:7]2.[F:17][C:18]1[CH:23]=[C:22]([F:24])[CH:21]=[C:20]([F:25])[C:19]=1OB(O)O.[F-].[Cs+].CN(C=O)C>O.CC(C)([P](C(C)(C)C)([Pd][P](C(C)(C)C)(C(C)(C)C)C(C)(C)C)C(C)(C)C)C.[Ag]=O>[F:17][C:18]1[CH:23]=[C:22]([F:24])[CH:21]=[C:20]([F:25])[C:19]=1[C:2]1[CH:11]=[CH:10][CH:9]=[C:8]2[C:3]=1[CH:4]=[C:5]([C:12]([O:14][CH2:15][CH3:16])=[O:13])[CH:6]=[N:7]2 |f:2.3,^1:40,46|. Procedure: Under argon gas atmosphere, a mixture of ethyl 5-bromoquinoline-3-carboxylate (113 mg), 2,4,6-trifluorophenylboric acid (106 mg), bis(tri-t-butylphosphine)palladium (41 mg), cesium fluoride (123 mg), silver oxide (112 mg), and DMF (2 mL) was heated under stirring in an oil bath at 100° C. for 15 hours. The reaction liquid was returned to room temperature, diluted with water, and then extracted with ethyl acetate. The organic layer was concentrated under reduced pressure, and the resulting residu... Reactants: Cl (hydrochloric acid), C(C)OC(C(=O)OCC)OCC (ethyl diethoxyacetate), CC(=O)C1=CC(=CC(=C1)F)F (3,5-difluoroacetophenone), C[Si]([N-][Si](C)(C)C)(C)C.[Li+].O1CCCC1 (lithium hexamethyldisilazide tetrahydrofuran). Solvent: O1CCCC1 (tetrahydrofuran), O1CCCC1 (tetrahydrofuran). Reaction conditions: time 1 hour. Yields the product FC=1C=C(C=C(C1)F)C(CC(C(OCC)OCC)=O)=O (1-(3,5-Difluorophenyl)-4,4-diethoxybutane-1,3-dione). RXN SMILES: [CH3:1][C:2]([C:4]1[CH:9]=[C:8]([F:10])[CH:7]=[C:6]([F:11])[CH:5]=1)=[O:3].C[Si](C)(C)[N-][Si](C)(C)C.[Li+].O1CCCC1.[CH2:27]([O:29][CH:30]([O:36][CH2:37][CH3:38])[C:31](OCC)=[O:32])[CH3:28].Cl>O1CCCC1>[F:11][C:6]1[CH:5]=[C:4]([C:2](=[O:3])[CH2:1][C:31](=[O:32])[CH:30]([O:36][CH2:37][CH3:38])[O:29][CH2:27][CH3:28])[CH:9]=[C:8]([F:10])[CH:7]=1 |f:1.2.3|. Procedure details: At −78° C., a tetrahydrofuran (20 ml) solution of 3,5-difluoroacetophenone (8.86 g) was added to a tetrahydrofuran (180 ml) solution of 1 N lithium hexamethyldisilazide/tetrahydrofuran solution (68 ml), and stirred at the same temperature for 1 hour. At −78° C., ethyl diethoxyacetate (12.2 ml) was added to the reaction liquid, and stirred overnight at room temperature. At 0° C., 2 N hydrochloric acid (60 ml) was added to the reaction liquid, and extracted with ethyl acetate. The extract was wash... Starting materials: C(C1=CC=CC=C1)OC1=C(C=C(C(=O)N2CS(C3=C2C=CC=C3)(=O)=O)C=C1C(F)(F)F)OC (3-(4-benzyloxy-3-methoxy-5-trifluoromethylbenzoyl)-1,1-dioxo-2,3-dihydro-1,3-benzothiazole). Reagents/catalysts: [C].[Pd] (palladium-carbon). The solvent is O1CCCC1 (tetrahydrofuran). Reaction conditions: time 22 hour. Yields the product OC1=C(C=C(C(=O)N2CS(C3=C2C=CC=C3)(=O)=O)C=C1C(F)(F)F)OC (3-(4-hydroxy-3-methoxy-5-trifluoromethylbenzoyl)-1,1-dioxo-2,3-dihydro-1,3-benzothiazole). Yield: 75.8%. As a reaction SMILES: C([O:8][C:9]1[C:27]([C:28]([F:31])([F:30])[F:29])=[CH:26][C:12]([C:13]([N:15]2[C:19]3[CH:20]=[CH:21][CH:22]=[CH:23][C:18]=3[S:17](=[O:25])(=[O:24])[CH2:16]2)=[O:14])=[CH:11][C:10]=1[O:32][CH3:33])C1C=CC=CC=1>O1CCCC1.[C].[Pd]>[OH:8][C:9]1[C:27]([C:28]([F:31])([F:29])[F:30])=[CH:26][C:12]([C:13]([N:15]2[C:19]3[CH:20]=[CH:21][CH:22]=[CH:23][C:18]=3[S:17](=[O:25])(=[O:24])[CH2:16]2)=[O:14])=[CH:11][C:10]=1[O:32][CH3:33] |f:2.3|. Reported procedure: 3-(4-benzyloxy-3-methoxy-5-trifluoromethylbenzoyl)-1,1-dioxo-2,3-dihydro-1,3-benzothiazole (574 mg) was dissolved in tetrahydrofuran (6 mL), and 5% palladium-carbon (310 mg) was added to the solution, and then the mixture was stirred at room temperature for 22 hours under a hydrogen atmosphere. The reaction solution was filtered, and then the solvent was distilled off under reduced pressure and the obtained residue was crystallized from n-hexane-chloroform to obtain the title compound (353 mg) a... The reactants are C1(=C(C(=C(C(=C1F)F)F)N)F)N.Cl.Cl (dihydrochloride), [Br-].C(C=C)[N+]1(CCCC1)CC=C (N,N-diallylpyrrolidinium bromide), [Cl-].C(C=C)[NH2+]CC=C (diallylarnmonium chloride), solution. Solvent: O (water). Reaction conditions: temperature 70 celsius. Yields the product [Br-].C(C=C)[N+]1(CCCC1)CC=C.[Cl-].C(C=C)[NH2+]CC=C (N,N-Diallylpyrrolidinium Bromide Diallylammonium Chloride). As a reaction SMILES: [Br-:1].[CH2:2]([N+:5]1([CH2:10][CH:11]=[CH2:12])[CH2:9][CH2:8][CH2:7][CH2:6]1)[CH:3]=[CH2:4].[Cl-:13].[CH2:14]([NH2+:17][CH2:18][CH:19]=[CH2:20])[CH:15]=[CH2:16].C1(N)C(F)=C(F)C(F)=C(N)C=1F.Cl.Cl>O>[Br-:1].[CH2:10]([N+:5]1([CH2:2][CH:3]=[CH2:4])[CH2:9][CH2:8][CH2:7][CH2:6]1)[CH:11]=[CH2:12].[Cl-:13].[CH2:14]([NH2+:17][CH2:18][CH:19]=[CH2:20])[CH:15]=[CH2:16] |f:0.1,2.3,4.5.6,8.9.10.11|. Procedure details: 23.22 9 of N,N-diallylpyrrolidinium bromide (EXAMPLE 1) and 3.34 g of diallylarnmonium chloride (EXAMPLE 7) were dissolved in 26.5 g of deionized water to make a 50% solution of the monomer. To the monomer solution was added 1.6 g of 2,2′-azobis(2-am-indinopropane) dihydrochloride and the reaction mixture was bubbled with a slow stream of nitrogen gas for 45 minutes. While stirring the temperature was raised to 70° C. for 48 hours. After cooling to room temperature, 55 g of viscous polymer solut... Reactants: C(C1=CC=CC=C1)(=O)Cl (benzoyl chloride), C(C)(C)N(C(C)C)CC (N,N-diisopropyl ethylamine), Cl.NCC1=C2C(N(C(=NC2=CC=C1)C)C1C(NC(CC1)=O)=O)=O (3-(5-aminomethyl-2-methyl-4-oxo-4H-quinazolin-3-yl)-piperidine-2,6-dione hydrogen chloride). The solvent is C(C)#N (acetonitrile). Run at time 15 minute. Yields the product O=C1NC(CCC1N1C(=NC2=CC=CC(=C2C1=O)CNC(C1=CC=CC=C1)=O)C)=O (N-[3-(2,6-dioxo-piperidin-3-yl)-2-methyl-4-oxo-3,4-dihydro-quinazolin-5-ylmethyl]-benzamide). Isolated yield 35.7%. Reaction SMILES: Cl.[NH2:2][CH2:3][C:4]1[CH:13]=[CH:12][CH:11]=[C:10]2[C:5]=1[C:6](=[O:23])[N:7]([CH:15]1[CH2:20][CH2:19][C:18](=[O:21])[NH:17][C:16]1=[O:22])[C:8]([CH3:14])=[N:9]2.[C:24](Cl)(=[O:31])[C:25]1[CH:30]=[CH:29][CH:28]=[CH:27][CH:26]=1.C(N(CC)C(C)C)(C)C>C(#N)C>[O:22]=[C:16]1[CH:15]([N:7]2[C:6](=[O:23])[C:5]3[C:10](=[CH:11][CH:12]=[CH:13][C:4]=3[CH2:3][NH:2][C:24](=[O:31])[C:25]3[CH:30]=[CH:29][CH:28]=[CH:27][CH:26]=3)[N:9]=[C:8]2[CH3:14])[CH2:20][CH2:19][C:18](=[O:21])[NH:17]1 |f:0.1|. Procedure: To a stirred mixture of 3-(5-aminomethyl-2-methyl-4-oxo-4H-quinazolin-3-yl)-piperidine-2,6-dione hydrogen chloride (0.59 g, 1.8 mmol) in acetonitrile (10 mL), was added benzoyl chloride (0.31 mL, 2.7 mmol) and N,N-diisopropyl ethylamine (0.77 mL, 4.4 mmol). The mixture was stirred at room temp for 15 minutes. The solvent was evaporated, and the residue was purified by flash column chromatography (Silica gel, methanol/methylene chloride 4%/96%) to give N-[3-(2,6-dioxo-piperidin-3-yl)-2-methyl-4-o... Starting materials: ClCC=1N=C(OC1)\C=C\C1=CC=CC=C1 (4-chloromethyl-2-[(E)-2-phenylethenyl]oxazole), C(C)(=O)[O-].[Na+] (sodium acetate). Run in CN(C=O)C (N,N-dimethylformamide). Reaction conditions: temperature 90 celsius, time 4.5 hour. Yields the product C1(=CC=CC=C1)/C=C/C=1OC=C(N1)CO (2-[(E)-2-phenylethenyl]-4-oxazolylmethanol). The yield is 91.3%. As a reaction SMILES: Cl[CH2:2][C:3]1[N:4]=[C:5](/[CH:8]=[CH:9]/[C:10]2[CH:15]=[CH:14][CH:13]=[CH:12][CH:11]=2)[O:6][CH:7]=1.C([O-])(=[O:18])C.[Na+]>CN(C)C=O>[C:10]1(/[CH:9]=[CH:8]/[C:5]2[O:6][CH:7]=[C:3]([CH2:2][OH:18])[N:4]=2)[CH:15]=[CH:14][CH:13]=[CH:12][CH:11]=1 |f:1.2|. Procedure details: A mixture of 4-chloromethyl-2-[(E)-2-phenylethenyl]oxazole (5.0 g), sodium acetate (7.48 g) and N,N-dimethylformamide (50 ml) was stirred at 90° C. for 4.5 hours. The reaction mixture was poured onto ice-water, and extracted with ethyl acetate. The ethyl acetate layer was washed with water dried (MgSO4), and concentrated under reduced pressure. To the residue was added potassium carbonate (4.73 g), water (25 ml) and methanol (50 ml) and then the resultant was stirred for 2 hours at room temperat... Reactants: C(C)(=O)OCC (ethyl acetate), [Si](C)(C)(C(C)(C)C)O[C@H]1C[C@@H](O[C@@H]1CO[Si](C)(C)C(C)(C)C)N1C=NC=2C(=O)NC(NC(NC)=O)=NC12 (3′,5′-bis-O-(tert-butyldimethylsilyl)-2-N-methylcarbamoyldeoxyguanosine), C(C)(C)N(CC)C(C)C (diisopropylethylamine), C1(=CC=CC=C1)N(C(=O)Cl)C1=CC=CC=C1 (diphenylcarbamoyl chloride). Run in N1=CC=CC=C1 (pyridine), N1=CC=CC=C1 (pyridine). Conditions: time 0.5 hour. The product is [Si](C)(C)(C(C)(C)C)O[C@H]1C[C@@H](O[C@@H]1CO[Si](C)(C)C(C)(C)C)N1C=NC=2C(OC(N(C3=CC=CC=C3)C3=CC=CC=C3)=O)=NC(NC(NC)=O)=NC12 (3′,5′-bis-O-(tert-butyldimethylsilyl)-6-O-diphenylcarbamoyl-2-N-methylcarbamoyldeoxyguanosine). The yield is 93.8%. Reaction SMILES: [Si:1]([O:8][C@@H:9]1[C@@H:13]([CH2:14][O:15][Si:16]([C:19]([CH3:22])([CH3:21])[CH3:20])([CH3:18])[CH3:17])[O:12][C@@H:11]([N:23]2[C:37]3[N:36]=[C:30]([NH:31][C:32](=[O:35])[NH:33][CH3:34])[NH:29][C:27](=[O:28])[C:26]=3[N:25]=[CH:24]2)[CH2:10]1)([C:4]([CH3:7])([CH3:6])[CH3:5])([CH3:3])[CH3:2].C(N(C(C)C)CC)(C)C.[C:47]1([N:53]([C:57]2[CH:62]=[CH:61][CH:60]=[CH:59][CH:58]=2)[C:54](Cl)=[O:55])[CH:52]=[CH:51][CH:50]=[CH:49][CH:48]=1.C(OCC)(=O)C>N1C=CC=CC=1>[Si:1]([O:8][C@@H:9]1[C@@H:13]([CH2:14][O:15][Si:16]([C:19]([CH3:20])([CH3:21])[CH3:22])([CH3:17])[CH3:18])[O:12][C@@H:11]([N:23]2[C:37]3[N:36]=[C:30]([NH:31][C:32](=[O:35])[NH:33][CH3:34])[N:29]=[C:27]([O:28][C:54](=[O:55])[N:53]([C:57]4[CH:58]=[CH:59][CH:60]=[CH:61][CH:62]=4)[C:47]4[CH:52]=[CH:51][CH:50]=[CH:49][CH:48]=4)[C:26]=3[N:25]=[CH:24]2)[CH2:10]1)([C:4]([CH3:6])([CH3:7])[CH3:5])([CH3:2])[CH3:3]. Reported procedure: The above-obtained 3′,5′-bis-O-(tert-butyldimethylsilyl)-2-N-methylcarbamoyldeoxyguanosine (889 mg, 1.61 mmol) was azeotroped with anhydrous pyridine three times and then dissolved in anhydrous pyridine (16 mL), and diisopropylethylamine (421 μL, 2.41 mmol) and then diphenylcarbamoyl chloride (424 mg, 1.93 mmol) were added thereto. The mixture was stirred at room temperature for 0.5 hours. Then, after addition of ethyl acetate (10 mL), the reaction was terminated by adding sodium bicarbonate wat... Starting materials: ClC(Cl)Cl, CC(=O)Nc1cccc(F)c1C(O)c1ccccc1C. The product is CC(=O)Nc1cccc(F)c1C(=O)c1ccccc1C. As a reaction SMILES: [CH:21]([Cl:22])([Cl:23])[Cl:24].[F:1][c:2]1[c:3]([CH:12]([c:13]2[c:14]([CH3:19])[cH:15][cH:16][cH:17][cH:18]2)[OH:20])[c:4]([NH:8][C:9]([CH3:10])=[O:11])[cH:5][cH:6][cH:7]1>>[F:1][c:2]1[c:3]([C:12]([c:13]2[c:14]([CH3:19])[cH:15][cH:16][cH:17][cH:18]2)=[O:20])[c:4]([NH:8][C:9]([CH3:10])=[O:11])[cH:5][cH:6][cH:7]1.